From a dataset of the Open Reaction Database (ORD), a public repository of structured organic reaction records. describe an organic reaction: reactants, conditions, products, and yield Starting materials: solid, Cl.Cl.O1CCC2=C1C=CC=C2C2CCN(CC2)CC[C@@H]2CC[C@H](CC2)N (trans-4-{2-[4-(2,3-dihydro-benzofuran-4-yl)-piperidin-1-yl]-ethyl}-cyclohexylamine dihydrochloride), Cl.Cl.O1CCC2=C1C=CC=C2C2CCN(CC2)CC[C@@H]2CC[C@H](CC2)N (trans-4-{2-[4-(2,3-dihydro-benzofuran-4-yl)-piperidin-1-yl]-ethyl}-cyclohexylamine dihydrochloride), O1COC2=C1C=CC(=C2)CC(=O)O (2-benzo[1,3]dioxol-5-yl-acetic acid). Yields the product O1COC2=C1C=CC(=C2)CC(=O)N[C@@H]2CC[C@H](CC2)CCN2CCC(CC2)C2=CC=CC1=C2CCO1 (trans-2-Benzo[1,3]dioxol-5-yl-N-(4-{2-[4-(2,3-dihydro-benzofuran-4-yl)-piperidin-1-yl]-ethyl}-cyclohexyl)-acetamide). RXN SMILES: Cl.Cl.[O:3]1[C:7]2[CH:8]=[CH:9][CH:10]=[C:11]([CH:12]3[CH2:17][CH2:16][N:15]([CH2:18][CH2:19][C@H:20]4[CH2:25][CH2:24][C@H:23]([NH2:26])[CH2:22][CH2:21]4)[CH2:14][CH2:13]3)[C:6]=2[CH2:5][CH2:4]1.[O:27]1[C:31]2[CH:32]=[CH:33][C:34]([CH2:36][C:37](O)=[O:38])=[CH:35][C:30]=2[O:29][CH2:28]1>>[O:27]1[C:31]2[CH:32]=[CH:33][C:34]([CH2:36][C:37]([NH:26][C@H:23]3[CH2:22][CH2:21][C@H:20]([CH2:19][CH2:18][N:15]4[CH2:16][CH2:17][CH:12]([C:11]5[C:6]6[CH2:5][CH2:4][O:3][C:7]=6[CH:8]=[CH:9][CH:10]=5)[CH2:13][CH2:14]4)[CH2:25][CH2:24]3)=[O:38])=[CH:35][C:30]=2[O:29][CH2:28]1 |f:0.1.2|. Reported procedure: The title compound, white solid (112 mg, 92%), MS (ISP) m/z=491.3 [(M+H)+], mp 209° C., was prepared in accordance with the general method of example 1 from trans-4-{2-[4-(2,3-dihydro-benzofuran-4-yl)-piperidin-1-yl]-ethyl}-cyclohexylamine dihydrochloride (intermediate B) (100 mg, 0.25 mmol) and 2-benzo[1,3]dioxol-5-yl-acetic acid.